Dataset: the Open Reaction Database (ORD), a public repository of structured organic reaction records. Task: describe an organic reaction: reactants, conditions, products, and yield The reactants are ClC1=C(C(=CC=C1)Cl)C=1NC2=C(N1)C(=C(C(=C2)C(=O)O)F)F (2-(2,6-dichlorophenyl)-6,7-difluoro-3H-benzoimidazole-5-carboxylic acid), O=S(Cl)Cl (SOCl2). The reagents and catalysts are CN(C)C=O (DMF). Conditions: time 8 hour. The product is ClC1=C(C(=CC=C1)Cl)C=1NC2=C(N1)C(=C(C(=C2)C(=O)Cl)F)F (2-(2,6-dichlorophenyl)-6,7-difluoro-3H-benzoimidazole-5-carbonyl chloride). As a reaction SMILES: [Cl:1][C:2]1[CH:7]=[CH:6][CH:5]=[C:4]([Cl:8])[C:3]=1[C:9]1[NH:10][C:11]2[CH:17]=[C:16]([C:18](O)=[O:19])[C:15]([F:21])=[C:14]([F:22])[C:12]=2[N:13]=1.O=S(Cl)[Cl:25]>CN(C=O)C>[Cl:8][C:4]1[CH:5]=[CH:6][CH:7]=[C:2]([Cl:1])[C:3]=1[C:9]1[NH:10][C:11]2[CH:17]=[C:16]([C:18]([Cl:25])=[O:19])[C:15]([F:21])=[C:14]([F:22])[C:12]=2[N:13]=1. Procedure: To a stirred suspension of 2-(2,6-dichlorophenyl)-6,7-difluoro-3H-benzoimidazole-5-carboxylic acid (570 mg, 1.67 mmol) in SOCl2 (10 mL) was added 3 drops of DMF. The suspension was stirred at ambient temperature overnight. The solid was filtered and washed with CH2Cl2 and was dried under reduced pressure to give 2-(2,6-dichlorophenyl)-6,7-difluoro-3H-benzoimidazole-5-carbonyl chloride. The reactants are C(C)NC1=NSC2=C1C(=CC=C2)OC (Ethyl-(4-Methoxy-benzo[d]isothiazol-3-yl)-amine), ClC1=CC(=CC=C1)C(=O)OO (m-chlor-perbenzoic acid). Solvent: ClCCl (dichloromethane). Run at time 30 minute. Yields the product C(C)NC1=NS(C2=C1C(=CC=C2)OC)=O (Ethyl-(4-methoxy-1-oxo-1H-1λ*4*-benzo[d]isothiazol-3-yl)-amine). Reaction SMILES: [CH2:1]([NH:3][C:4]1[C:8]2[C:9]([O:13][CH3:14])=[CH:10][CH:11]=[CH:12][C:7]=2[S:6][N:5]=1)[CH3:2].ClC1C=CC=C(C(OO)=[O:23])C=1>ClCCl>[CH2:1]([NH:3][C:4]1[C:8]2[C:9]([O:13][CH3:14])=[CH:10][CH:11]=[CH:12][C:7]=2[S:6](=[O:23])[N:5]=1)[CH3:2]. Reported procedure: 90 mg (0.43 mmol) Ethyl-(4-Methoxy-benzo[d]isothiazol-3-yl)-amine, prepared in analogy to compound example 32, was dissolved in 10 ml dichloromethane. The solution was cooled to 0 C and 100 mg of a 70% m-chlor-perbenzoic acid was added portion wise. The cooling bath was removed and stirring was continued for 30 min at room temperature. The solution was poured into Na2CO3-solution. The layers were separated and the organic layer was washed with Na2CO3-solution and water. The organic layer was dri...